Dataset: the Open Reaction Database (ORD), a public repository of structured organic reaction records. Task: describe an organic reaction: reactants, conditions, products, and yield Reactants: phosphonitrile chloride, C[SiH2]O[Si](C)(C)C (tetramethyldisiloxane), Cl[Si](Cl)(Cl)Cl (tetrachlorosilane), solution, phosphonitrile chloride, C(CCC)N(CCCC)CCCC (tri-n-butylamine). Run in C(Cl)Cl (methylene chloride). Conditions: time 116 hour. As a reaction SMILES: C[SiH2][O:3][Si:4]([CH3:7])([CH3:6])C.[Cl:8][Si:9]([Cl:12])(Cl)Cl.C(N(CCCC)CCCC)CCC>C(Cl)Cl>[CH3:6][SiH:4]([CH3:7])[O:3][Si:9]([Cl:12])([Cl:8])[O:3][SiH:4]([CH3:6])[CH3:7].[CH3:6][SiH:4]([CH3:7])[O:3][Si:9]([Cl:12])([O:3][SiH:4]([CH3:6])[CH3:7])[O:3][SiH:4]([CH3:7])[CH3:6]. Procedure: A mixture containing 536 g (4.0 mol) of tetramethyldisiloxane, 170 g (1.0 mol) of tetrachlorosilane and 2 ml of a 25% solution of phosphonitrile chloride in methylene chloride is stirred at room temperature for 116 hours. About 1.1 ml of tri-n-butylamine are then added to deactivate the phosphonitrile chloride. The reaction mixture is stirred for 30 minutes and then subjected to fraction distillation. About 17 g of 1,1,5,5-tetramethyl-3,3-dichlorotrisiloxane are obtained at 30° to 43° C. and at ... Yields the product C[SiH](O[Si](O[SiH](C)C)(Cl)Cl)C (1,1,5,5-tetramethyl-3,3-dichlorotrisiloxane), C[SiH](O[Si](O[SiH](C)C)(O[SiH](C)C)Cl)C (1,1,5,5-tetra methyl-3-chloro-3-dimethylsiloxytrisiloxane).